Dataset: the Open Reaction Database (ORD), a public repository of structured organic reaction records. Task: describe an organic reaction: reactants, conditions, products, and yield Starting materials: [N+](=O)([O-])C=1C=C(C(=CC1)C)S(=O)(=O)O (4-nitrotoluene-2-sulphonic acid), O=O (oxygen), [N+](=O)([O-])C=1C=C(C(=CC1)C=CC=1C(=CC(=CC1)[N+](=O)[O-])S(=O)(=O)O)S(=O)(=O)O (4,4'-Dinitrostilbene-2,2'-disulphonic acid), [N+](=O)([O-])C=1C=C(C(=CC1)C=CC=1C(=CC(=CC1)[N+](=O)[O-])S(=O)(=O)O)S(=O)(=O)O (4,4'-dinitrostilbene-2,2'-disulphonic acid), [N+](=O)([O-])C=1C=C(C(=CC1)C)S(=O)(=O)O (4-nitrotoluene-2-sulphonic acid). Yields the product NC=1C=C(C(=CC1)C=CC=1C(=CC(=CC1)N)S(=O)(=O)O)S(=O)(=O)O (4,4'-diaminostilbene-2,2'-disulphonic acid). RXN SMILES: [N+](C1C=C(S(O)(=O)=O)C(C)=CC=1)([O-])=O.[N+:15]([C:18]1[CH:19]=[C:20]([S:39]([OH:42])(=[O:41])=[O:40])[C:21]([CH:24]=[CH:25][C:26]2[C:27]([S:35]([OH:38])(=[O:37])=[O:36])=[CH:28][C:29]([N+:32]([O-])=O)=[CH:30][CH:31]=2)=[CH:22][CH:23]=1)([O-])=O.O=O>>[NH2:15][C:18]1[CH:19]=[C:20]([S:39]([OH:42])(=[O:41])=[O:40])[C:21]([CH:24]=[CH:25][C:26]2[C:27]([S:35]([OH:38])(=[O:37])=[O:36])=[CH:28][C:29]([NH2:32])=[CH:30][CH:31]=2)=[CH:22][CH:23]=1. Procedure: Furthermore, 4-nitrotoluene-2-sulphonic acid can be used for the preparation of 4,4'-dinitrostilbene-2,2'-disulphonic acid, in which, for example, an approximately 30 to 50% strength aqueous solution of 4-nitrotoluene-2-sulphonic acid is reacted with oxidizing agents, for example with atmospheric oxygen. 4,4'-Dinitrostilbene-2,2'-disulphonic acid can be further processed by reduction to give 4,4'-diaminostilbene-2,2'-disulphonic acid (see Ber. 30, 3,100), and is an important intermediate product... The reactants are [Cl-].[Na+] (sodium chloride), C(C)(=O)NC1CCCC=2SC=CC21 (N-acetyl-4,5,6,7-tetrahydrobenzo[b]thiophen-4-amine), O (water), O (water). The reagents and catalysts are [O-2].[O-2].[O-2].[Cr+6] (chromium trioxide). The solvent is C(C)(=O)OC(C)=O (acetic anhydride), C(C)(=O)O (acetic acid). Reaction conditions: time 8 hour. Product: C(C)(=O)NC1CCC(C=2SC=CC21)=O (N-Acetyl-4,5,6,7-tetrahydro-7-oxobenzo[b]-thiophen-4-amine). Reaction SMILES: [C:1]([NH:4][CH:5]1[C:13]2[CH:12]=[CH:11][S:10][C:9]=2[CH2:8][CH2:7][CH2:6]1)(=[O:3])[CH3:2].[OH2:14].[Cl-].[Na+]>C(O)(=O)C.C(OC(=O)C)(=O)C.[O-2].[O-2].[O-2].[Cr+6]>[C:1]([NH:4][CH:5]1[C:13]2[CH:12]=[CH:11][S:10][C:9]=2[C:8](=[O:14])[CH2:7][CH2:6]1)(=[O:3])[CH3:2] |f:2.3,6.7.8.9|. Procedure details: A solution of 2.15 g of N-acetyl-4,5,6,7-tetrahydrobenzo[b]thiophen-4-amine in 12 ml of acetic acid is stirred and 3.04 g of chromium trioxide in 13.6 ml of acetic anhydride is added in 15 minutes at 10° C. to 15° C. After an hour at 20° C., 20 ml of water is added and the mixture is allowed to stand overnight. Additional water (50 ml) is added, the mixture is saturated with sodium chloride and extracted with trichloromethane (100, 150 and 50 ml volumes). The combined extract is washed with brin... Starting materials: ClC(C(OC(C)C=1C=C(C=C2C(=CN(C12)COCC[Si](C)(C)C)C#N)Cl)=N)(Cl)Cl ((±)-1-(5-chloro-3-cyano-1-((2-(trimethylsilyl)ethoxy)methyl)-1H-indol-7-yl)ethyl 2,2,2-trichloroacetimidate), FC1=CC=C(C=C1)C1(CCN(CC1)C(=O)OC(C)(C)C)CO (tert-butyl 4-(4-fluorophenyl)-4-(hydroxymethyl)piperidine-1-carboxylate). Solvent: ClCCl (Dichloromethane). Reaction conditions: temperature 0 celsius, time 20 minute. The product is ClC=1C=C2C(=CN(C2=C(C1)C(C)OCC1(CCN(CC1)C(=O)OC(C)(C)C)C1=CC=C(C=C1)F)COCC[Si](C)(C)C)C#N ((±)-tert-butyl 4-((1-(5-chloro-3-cyano-1-((2-(trimethylsilyl)ethoxy)methyl)-1H-indol-7-yl)ethoxy)methyl)-4-(4-fluorophenyl)piperidine-1-carboxylate). The yield is 38.1%. Reaction SMILES: ClC(Cl)(Cl)C(=N)O[CH:5]([C:7]1[CH:8]=[C:9]([Cl:26])[CH:10]=[C:11]2[C:15]=1[N:14]([CH2:16][O:17][CH2:18][CH2:19][Si:20]([CH3:23])([CH3:22])[CH3:21])[CH:13]=[C:12]2[C:24]#[N:25])[CH3:6].[F:30][C:31]1[CH:36]=[CH:35][C:34]([C:37]2([CH2:50][OH:51])[CH2:42][CH2:41][N:40]([C:43]([O:45][C:46]([CH3:49])([CH3:48])[CH3:47])=[O:44])[CH2:39][CH2:38]2)=[CH:33][CH:32]=1>ClCCl>[Cl:26][C:9]1[CH:10]=[C:11]2[C:15](=[C:7]([CH:5]([O:51][CH2:50][C:37]3([C:34]4[CH:33]=[CH:32][C:31]([F:30])=[CH:36][CH:35]=4)[CH2:38][CH2:39][N:40]([C:43]([O:45][C:46]([CH3:47])([CH3:48])[CH3:49])=[O:44])[CH2:41][CH2:42]3)[CH3:6])[CH:8]=1)[N:14]([CH2:16][O:17][CH2:18][CH2:19][Si:20]([CH3:23])([CH3:22])[CH3:21])[CH:13]=[C:12]2[C:24]#[N:25]. Reported procedure: Fluoroboric acid diethylether complex (0.015 g, 0.095 mmol) was added to a 0° C. solution of (±)-1-(5-chloro-3-cyano-1-((2-(trimethylsilyl)ethoxy)methyl)-1H-indol-7-yl)ethyl 2,2,2-trichloroacetimidate (0.945 g, 1.907 mmol) and tert-butyl 4-(4-fluorophenyl)-4-(hydroxymethyl)piperidine-1-carboxylate (0.59 g, 1.907 mmol) in Dichloromethane (10 mL) and was stirred for 20 min at 0° C. TLC indicated the reaction was complete, and the reaction was quenched with aqueous sodium bicarbonate (10 mL). The r... Starting materials: N (ammonia), C=CC1=CC=CC=C1.C(C(=C)C)(=O)OC.C(C=C)(=O)OCCCC.C(C(=C)C)(=O)N.C(C=C)(=O)OCCO (styrene methyl methacrylate n-butyl acrylate methacrylamide 2-hydroxyethyl acrylate), C(C(=C)C)(=O)OC.C(C(=C)C)(=O)O (methyl methacrylate methacrylic acid). Solvent: O (water). Yields the product OCCC(C(=O)OO)=C (hydroxy (2-hydroxyethyl acrylate)), amide. RXN SMILES: C=CC1C=CC=CC=1.[C:9]([O:14]C)(=[O:13])[C:10]([CH3:12])=[CH2:11].[C:16](OCCCC)(=[O:19])C=C.C(N)(=[O:29])C(C)=C.C(OCCO)(=O)C=C.C(OC)(=O)C(C)=C.C(O)(=O)C(C)=C.N>O>[OH:19][CH2:16][CH2:12][C:10](=[CH2:11])[C:9]([O:14][OH:29])=[O:13] |f:0.1.2.3.4,5.6|. Procedure: This example illustrates a graft copolymer according to the present invention comprising 94% backbone made from styrene/methyl methacrylate/n-butyl acrylate/methacrylamide/2-hydroxyethyl acrylate (in the weight ratio of 27/14.5/46/4/2.5) and 6% macromonomer (from Example 1) made from methyl methacrylate/methacrylic acid (in the weight ratio of 3.6/2.4). This graft copolymer copolymerized after dispersion in water using ammonia to form a high molecular weight binder with both hydroxy (2-hydroxyet... Starting materials: CS(=O)(=O)Cl (methanesulfonyl chloride), 18.5, OCCCN1C(NC2=C1C=CC(=C2)C)=O (1,3-dihydro-1-(3-hydroxypropyl)-5-methyl-2H-benzimidazol-2-one), ClCCl (dichloromethane). Run in C(C)N(CC)CC (N,N-diethylethanamine). Reaction conditions: time 1 hour. Product: 15, CS(=O)(=O)O.OCCCN1C(NC2=C1C=CC(=C2)C)=O (1,3-dihydro-1-(3-hydroxypropyl)-5-methyl-2H-benzimidazol-2-one methanesulfonate). Isolated yield 58.0%. As a reaction SMILES: [OH:1][CH2:2][CH2:3][CH2:4][N:5]1[C:9]2[CH:10]=[CH:11][C:12]([CH3:14])=[CH:13][C:8]=2[NH:7][C:6]1=[O:15].ClCCl.[CH3:19][S:20](Cl)(=[O:22])=[O:21]>C(N(CC)CC)C>[CH3:19][S:20]([OH:22])(=[O:1])=[O:21].[OH:1][CH2:2][CH2:3][CH2:4][N:5]1[C:9]2[CH:10]=[CH:11][C:12]([CH3:14])=[CH:13][C:8]=2[NH:7][C:6]1=[O:15] |f:4.5|. Procedure details: To a stirred solution of 18.5 parts of 1,3-dihydro-1-(3-hydroxypropyl)-5-methyl-2H-benzimidazol-2-one in 325 parts of dichloromethane are added 11.9 parts of N,N-diethylethanamine. Then there are added dropwise (slowly) 11.5 parts of methanesulfonyl chloride. Upon completion, stirring is continued for 1 hour at reflux temperature. After cooling, the reaction mixture is washed with water, dried, filtered, and evaporated. The solid residue is crystallized from 4-methyl-2-pentanone, yielding 15 par... Starting materials: CS(=O)(=O)O, CCOC(C)=O, CO, COc1cccc2c1nc(C(F)F)n2-c1nc(Nc2cccnc2)nc(N2CCOCC2)n1. The product is CS(=O)(=O)O, COc1cccc2c1nc(C(F)F)n2-c1nc(Nc2cccnc2)nc(N2CCOCC2)n1. Reaction SMILES: [CH3:34][S:35]([OH:36])(=[O:37])=[O:38].[CH3:39][CH2:40][O:41][C:42]([CH3:43])=[O:44].[CH3:45][OH:46].[F:1][CH:2]([c:3]1[n:4][c:5]2[c:6]([n:7]1-[c:8]1[n:9][c:10]([NH:20][c:21]3[cH:22][n:23][cH:24][cH:25][cH:26]3)[n:11][c:12]([N:14]3[CH2:15][CH2:16][O:17][CH2:18][CH2:19]3)[n:13]1)[cH:27][cH:28][cH:29][c:30]2[O:31][CH3:32])[F:33]>>[CH3:34][S:35](=[O:36])(=[O:37])[OH:38].[F:1][CH:2]([c:3]1[n:4][c:5]2[c:6]([n:7]1-[c:8]1[n:9][c:10]([NH:20][c:21]3[cH:22][n:23][cH:24][cH:25][cH:26]3)[n:11][c:12]([N:14]3[CH2:15][CH2:16][O:17][CH2:18][CH2:19]3)[n:13]1)[cH:27][cH:28][cH:29][c:30]2[O:31][CH3:32])[F:33]. Starting materials: Cl (hydrochloric acid), C(C)(C)(C)OC(=O)NCC(=O)N[C@@H]1C[C@H](N(C1)C(=O)OC(C)(C)C)C(=O)N1CCC(CC1)OC1=C(C=CC(=C1)C)Cl (1-[trans-4-(N-tert-butoxycarbonylglycylamino)-N-tert-butoxycarbonyl-L-prolyl]-4-(2-chloro-5-methylphenoxy)piperidine). Run in O1CCOCC1 (1,4-dioxane), O1CCOCC1 (1,4-dioxane). Reaction conditions: time 20 minute. Product: Cl.Cl.NCC(=O)N[C@@H]1C[C@H](NC1)C(=O)N1CCC(CC1)OC1=C(C=CC(=C1)C)Cl (1-(trans-4-Glycylamino-L-Prolyl)-4-(2-Chloro-5-Methylphenoxy)piperidine Dihydrochloride). RXN SMILES: [ClH:1].C(OC([NH:9][CH2:10][C:11]([NH:13][C@H:14]1[CH2:18][N:17](C(OC(C)(C)C)=O)[C@H:16]([C:26]([N:28]2[CH2:33][CH2:32][CH:31]([O:34][C:35]3[CH:40]=[C:39]([CH3:41])[CH:38]=[CH:37][C:36]=3[Cl:42])[CH2:30][CH2:29]2)=[O:27])[CH2:15]1)=[O:12])=O)(C)(C)C>O1CCOCC1>[ClH:42].[ClH:1].[NH2:9][CH2:10][C:11]([NH:13][C@H:14]1[CH2:18][NH:17][C@H:16]([C:26]([N:28]2[CH2:33][CH2:32][CH:31]([O:34][C:35]3[CH:40]=[C:39]([CH3:41])[CH:38]=[CH:37][C:36]=3[Cl:42])[CH2:30][CH2:29]2)=[O:27])[CH2:15]1)=[O:12] |f:3.4.5|. Procedure details: A solution of 4 N hydrochloric acid in 1,4-dioxane (8 mL) was added to a solution of 1-[trans-4-(N-tert-butoxycarbonylglycylamino)-N-tert-butoxycarbonyl-L-prolyl]-4-(2-chloro-5-methylphenoxy)piperidine (C, 280 mg) in 1,4-dioxane (8 mL) at room temperature. After stirring at room temperature for 20 min, the reaction mixture was evaporated in vacuo. The residue was washed with ether to give the titled compound (142 mg) as a white powder: 1H NMR (400 MHz, D2O) δ 1.90-2.01 (4H), 2.32 (s, 3H), 2.43 (... Starting materials: O=C([O-])O, O=C=O, [Na+], O=[PH](O)Cc1ccc(P(c2ccccc2)c2ccccc2)cc1. Product: [Na+], O=[PH]([O-])Cc1ccc(P(c2ccccc2)c2ccccc2)cc1. RXN SMILES: [C:24](=[O:25])([O-:26])[OH:27].[C:29](=[O:30])=[O:31].[Na+:28].[c:1]1([P:7]([c:8]2[cH:9][cH:10][c:11]([CH2:14][PH:15]([OH:16])=[O:17])[cH:12][cH:13]2)[c:18]2[cH:19][cH:20][cH:21][cH:22][cH:23]2)[cH:2][cH:3][cH:4][cH:5][cH:6]1>>[Na+:28].[c:1]1([P:7]([c:8]2[cH:9][cH:10][c:11]([CH2:14][PH:15](=[O:16])[O-:17])[cH:12][cH:13]2)[c:18]2[cH:19][cH:20][cH:21][cH:22][cH:23]2)[cH:2][cH:3][cH:4][cH:5][cH:6]1.